From a dataset of the Open Reaction Database (ORD), a public repository of structured organic reaction records. describe an organic reaction: reactants, conditions, products, and yield Starting materials: C(C)C(N(C(=O)OCC1=CC=CC=C1)CP(=S)(SCCCC)SCCCC)C(=O)O (Ethyl-N-[bis(n-butylthio)phosphinothioylmethyl]-N-(benzyloxycarbonyl)glycine), Br (hydrobromic acid), C(C)(=O)O (acetic acid). Yields the product C(C)N(CC(=O)O)CP(=S)(SCCCC)SCCCC (ethyl-N-[bis(n-butylthio)phosphinothioylmethyl]glycine). As a reaction SMILES: C([CH:3]([C:28]([OH:30])=[O:29])[N:4]([CH2:15][P:16]([S:23][CH2:24][CH2:25][CH2:26][CH3:27])([S:18][CH2:19][CH2:20][CH2:21][CH3:22])=[S:17])[C:5](OCC1C=CC=CC=1)=O)C.Br.[C:32](O)(=O)C>>[CH2:5]([N:4]([CH2:15][P:16]([S:23][CH2:24][CH2:25][CH2:26][CH3:27])([S:18][CH2:19][CH2:20][CH2:21][CH3:22])=[S:17])[CH2:3][C:28]([OH:30])=[O:29])[CH3:32]. Procedure details: Ethyl-N-[bis(n-butylthio)phosphinothioylmethyl]-N-(benzyloxycarbonyl)glycine (3.1 g.) was dissolved in 15 ml. of 35% hydrobromic acid in acetic acid and stirred for two hours. The solvent was then removed under reduced pressure and the residue triturated four times with diethyl ether. The residue was then dissolved in benzene, treated with excess propylene oxide and concentrated to a viscous oil. The viscous oil was chromatographed on silica gel employing dichloromethane to yield ethyl-N-[bis(n-... Starting materials: CCN(CC)c1ccc(C(COc2ccc(C(=O)OC)cc2)=NO)cc1C(C)(C)C, C1CCOC1, CO, [Cl-], Cl, [NH4+], [Na+], [OH-], O. Product: CCN(CC)c1ccc(C(COc2ccc(C(=O)O)cc2)=NO)cc1C(C)(C)C. RXN SMILES: [C:1]([CH3:2])([CH3:3])([CH3:4])[c:5]1[cH:6][c:7]([C:16]([CH2:17][O:18][c:19]2[cH:20][cH:21][c:22]([C:23](=[O:24])[O:25][CH3:26])[cH:27][cH:28]2)=[N:29][OH:30])[cH:8][cH:9][c:10]1[N:11]([CH2:12][CH3:13])[CH2:14][CH3:15].[CH2:36]1[O:37][CH2:38][CH2:39][CH2:40]1.[CH3:42][OH:43].[Cl-:33].[ClH:35].[NH4+:34].[Na+:32].[OH-:31].[OH2:41]>>[C:1]([CH3:2])([CH3:3])([CH3:4])[c:5]1[cH:6][c:7]([C:16]([CH2:17][O:18][c:19]2[cH:20][cH:21][c:22]([C:23](=[O:24])[OH:25])[cH:27][cH:28]2)=[N:29][OH:30])[cH:8][cH:9][c:10]1[N:11]([CH2:12][CH3:13])[CH2:14][CH3:15]. The reactants are C(C)(=O)C(C(=O)OCC)CCCC (ethyl 2-acetylhexanoate), C(O)(O)=O.NC(=N)N (guanidine carbonate). Solvent: C(C)O (ethanol). Yields the product NC1=NC(=C(C(=N1)O)CCCC)C (2-amino-5-butyl-6-methylpyrimidine-4-ol). Isolated yield 47.6%. As a reaction SMILES: [C:1]([CH:4]([CH2:10][CH2:11][CH2:12][CH3:13])[C:5](OCC)=[O:6])(=O)[CH3:2].C(=O)(O)O.[NH2:18][C:19]([NH2:21])=[NH:20]>C(O)C>[NH2:21][C:19]1[N:20]=[C:5]([OH:6])[C:4]([CH2:10][CH2:11][CH2:12][CH3:13])=[C:1]([CH3:2])[N:18]=1 |f:1.2|. Procedure details: A mixture of ethyl 2-acetylhexanoate (5.59 g, 30 mmol), guanidine carbonate (6.49 g, 30 mmol) and ethanol (20 ml) was refluxed for 11 hours and then ice-cooled. The precipitated crystals were filtered, washed with ethanol and dried in vacuo to give 2-amino-5-butyl-6-methylpyrimidine-4-ol (2.59 g, 47%). Starting materials: CCCCc1nc2ccc(C3ON4CCCC4C3C(=O)OCC)cc2c(=O)n1Cc1ccc(-c2ccccc2-c2nnnn2C(c2ccccc2)(c2ccccc2)c2ccccc2)cc1, CCO, CCOC(C)=O, ClC(Cl)Cl. Yields the product CCCCc1nc2ccc(C3ON4CCCC4C3C(=O)OCC)cc2c(=O)n1Cc1ccc(-c2ccccc2-c2nnn[nH]2)cc1. As a reaction SMILES: [CH2:1]([CH2:2][CH2:3][CH3:4])[c:5]1[n:6][c:7]2[cH:8][cH:9][c:10]([CH:53]3[CH:54]([C:61](=[O:62])[O:63][CH2:64][CH3:65])[CH:55]4[N:56]([O:57]3)[CH2:58][CH2:59][CH2:60]4)[cH:11][c:12]2[c:13](=[O:52])[n:14]1[CH2:15][c:16]1[cH:17][cH:18][c:19](-[c:22]2[c:23](-[c:28]3[n:29][n:30][n:31][n:32]3[C:33]([c:34]3[cH:35][cH:36][cH:37][cH:38][cH:39]3)([c:40]3[cH:41][cH:42][cH:43][cH:44][cH:45]3)[c:46]3[cH:47][cH:48][cH:49][cH:50][cH:51]3)[cH:24][cH:25][cH:26][cH:27]2)[cH:20][cH:21]1.[CH3:66][CH2:67][OH:68].[CH3:73][CH2:74][O:75][C:76](=[O:77])[CH3:78].[CH:69]([Cl:70])([Cl:71])[Cl:72]>>[CH2:1]([CH2:2][CH2:3][CH3:4])[c:5]1[n:6][c:7]2[cH:8][cH:9][c:10]([CH:53]3[CH:54]([C:61](=[O:62])[O:63][CH2:64][CH3:65])[CH:55]4[N:56]([O:57]3)[CH2:58][CH2:59][CH2:60]4)[cH:11][c:12]2[c:13](=[O:52])[n:14]1[CH2:15][c:16]1[cH:17][cH:18][c:19](-[c:22]2[c:23](-[c:28]3[n:29][n:30][n:31][nH:32]3)[cH:24][cH:25][cH:26][cH:27]2)[cH:20][cH:21]1. The product is COC(=O)CC(c1ccc(O)cc1)c1ncco1. As a reaction SMILES: [CH3:37][OH:38].[OH2:25].[c:26]1([CH3:27])[cH:28][cH:29][c:30]([S:31]([OH:32])(=[O:33])=[O:34])[cH:35][cH:36]1.[o:1]1[c:2]([CH:6]([CH2:7][C:8](=[O:9])[O:10][CH3:11])[c:12]2[cH:13][cH:14][c:15]([O:18][CH:19]3[CH2:20][CH2:21][CH2:22][CH2:23][O:24]3)[cH:16][cH:17]2)[n:3][cH:4][cH:5]1>>[o:1]1[c:2]([CH:6]([CH2:7][C:8](=[O:9])[O:10][CH3:11])[c:12]2[cH:13][cH:14][c:15]([OH:18])[cH:16][cH:17]2)[n:3][cH:4][cH:5]1. The reactants are CO, O, Cc1ccc(S(=O)(=O)O)cc1, COC(=O)CC(c1ccc(OC2CCCCO2)cc1)c1ncco1.